Dataset: the Open Reaction Database (ORD), a public repository of structured organic reaction records. Task: describe an organic reaction: reactants, conditions, products, and yield The product is ClC1=NC=2C=C(C(=CC2C=2N1C=NN2)OC)OC (5-chloro-8,9-dimethoxy-1,2,4-triazolo[4,3-c]quinazoline). Procedure: A mixture of 10.0 g. of 6,7-dimethoxy-2-chloro-4-hydrazinoquinazoline, 1.0 g. of p-toluenesulfonic acid and 150 ml. of trimethoxy methane is refluxed with stirring for 19 hours and then stirred for 24 hours at room temperature. The resulting mixture is evaporated in vacuo to dryness and the residue dissolved in 1500 ml. of methylene chloride. This solution is extracted twice with sodium carbonate solution, washed neutral with water, dried and evaporated in vacuo to dryness. The residue is twice ... RXN SMILES: [CH3:1][O:2][C:3]1[CH:4]=[C:5]2[C:10](=[CH:11][C:12]=1[O:13][CH3:14])[N:9]=[C:8]([Cl:15])[N:7]=[C:6]2[NH:16][NH2:17].[C:18]1(C)C=CC(S(O)(=O)=O)=CC=1.COC(OC)OC>>[Cl:15][C:8]1[N:7]2[CH:18]=[N:17][N:16]=[C:6]2[C:5]2[CH:4]=[C:3]([O:2][CH3:1])[C:12]([O:13][CH3:14])=[CH:11][C:10]=2[N:9]=1. Starting materials: COC=1C=C2C(=NC(=NC2=CC1OC)Cl)NN (6,7-dimethoxy-2-chloro-4-hydrazinoquinazoline), C1(=CC=C(C=C1)S(=O)(=O)O)C (p-toluenesulfonic acid), COC(OC)OC (trimethoxy methane). Run at time 19 hour. Reactants: N (ammonia), C(C)OCCl (chloromethyl ethyl ether), C(CCC)[Li] (n-butyl lithium), C(CCC)[SnH](CCCC)CCCC (Tributyl tin hydride), C(C)(C)NC(C)C (diisopropylamine). Run in C(C)OCC (diethyl ether), O (water), O1CCCC1 (tetrahydrofuran). Conditions: temperature -78 celsius, time 30 minute. The product is C(CCC)[Sn](COCC)(CCCC)CCCC (Tributyl-ethoxymethyl-stannane). The yield is 66.8%. As a reaction SMILES: C(NC(C)C)(C)C.C([Li])CCC.[CH2:13]([SnH:17]([CH2:22][CH2:23][CH2:24][CH3:25])[CH2:18][CH2:19][CH2:20][CH3:21])[CH2:14][CH2:15][CH3:16].[CH2:26]([O:28][CH2:29]Cl)[CH3:27].N>C(OCC)C.O.O1CCCC1>[CH2:22]([Sn:17]([CH2:13][CH2:14][CH2:15][CH3:16])([CH2:18][CH2:19][CH2:20][CH3:21])[CH2:29][O:28][CH2:26][CH3:27])[CH2:23][CH2:24][CH3:25]. Procedure: To a mixture of diisopropylamine (2.1 mL, 15 mmol) and tetrahydrofuran (30 mL) was dropped n-butyl lithium (2.4 M n-hexane solution, 5.0 mL, 12 mmol) at −78° C., which was stirred for 30 minutes at the same temperature. Tributyl tin hydride (3.3 mL, 12 mmol) was dropped at the same temperature followed by stirring for 40 minutes under ice-cold conditions. The reaction mixture was cooled to −78° C. and chloromethyl ethyl ether (1.1 mL, 12 mmol) was dropped into the reaction mixture. The reaction ... Reactants: CCN=C=NCCCN(C)C, CCN(C(C)C)C(C)C, Clc1ccccc1OC1CCNC1, Cl, Nc1cccnc1, CN(C)C=O, On1nnc2ccccc21, O=C(O)CNC(=O)c1cn(-c2cccnc2)nn1. The product is O=C(NCC(=O)N1CCC(Oc2ccccc2Cl)C1)c1cn(-c2cccnc2)nn1. As a reaction SMILES: [CH3:20][CH2:21][N:22]=[C:23]=[N:24][CH2:25][CH2:26][CH2:27][N:28]([CH3:29])[CH3:30].[CH:1]([N:2]([CH2:3][CH3:4])[CH:5]([CH3:6])[CH3:7])([CH3:8])[CH3:9].[Cl:57][c:58]1[c:59]([O:60][CH:61]2[CH2:62][NH:63][CH2:64][CH2:65]2)[cH:66][cH:67][cH:68][cH:69]1.[ClH:56].[NH2:49][c:50]1[cH:51][n:52][cH:53][cH:54][cH:55]1.[O:70]=[CH:71][N:72]([CH3:73])[CH3:74].[OH:10][n:11]1[c:12]2[c:13]([cH:14][cH:15][cH:16][cH:17]2)[n:18][n:19]1.[n:31]1[cH:32][c:33](-[n:37]2[n:38][n:39][c:40]([C:42](=[O:43])[NH:44][CH2:45][C:46](=[O:47])[OH:48])[cH:41]2)[cH:34][cH:35][cH:36]1>>[n:31]1[cH:32][c:33](-[n:37]2[n:38][n:39][c:40]([C:42](=[O:43])[NH:44][CH2:45][C:46](=[O:48])[N:63]3[CH2:62][CH:61]([O:60][c:59]4[c:58]([Cl:57])[cH:69][cH:68][cH:67][cH:66]4)[CH2:65][CH2:64]3)[cH:41]2)[cH:34][cH:35][cH:36]1.